This data is from the Open Reaction Database (ORD), a public repository of structured organic reaction records. The task is: describe an organic reaction: reactants, conditions, products, and yield Starting materials: C(C1=CC=CC=C1)OC=1C=2N(C=C(C1)Br)N=CC2 (4-(benzyloxy)-6-bromopyrazolo[1,5-a]pyridine), F[B-](F)(F)F.C(C)(C)(C)[PH+](C(C)(C)C)C(C)(C)C (tri-t-butylphosphonium tetrafluoroborate), CN1N=CC(=C1)B1OC(C(O1)(C)C)(C)C (1-methyl-4-(4,4,5,5-tetramethyl-1,3,2-dioxaborolan-2-yl)-1H-pyrazole), [F-].[K+] (potassium fluoride). Reagents/catalysts: C=1C=CC(=CC1)/C=C/C(=O)/C=C/C2=CC=CC=C2.C=1C=CC(=CC1)/C=C/C(=O)/C=C/C2=CC=CC=C2.C=1C=CC(=CC1)/C=C/C(=O)/C=C/C2=CC=CC=C2.[Pd].[Pd] (tris(dibenzylideneacetone)dipalladium). The solvent is CN(C)C=O (DMF). Conditions: temperature 100 celsius, time 2 hour. The product is C(C1=CC=CC=C1)OC=1C=2N(C=C(C1)C=1C=NN(C1)C)N=CC2 (4-(benzyloxy)-6-(1-methyl-1H-pyrazol-4-yl)pyrazolo[1,5-a]pyridine). As a reaction SMILES: [CH2:1]([O:8][C:9]1[C:10]2[N:11]([N:16]=[CH:17][CH:18]=2)[CH:12]=[C:13](Br)[CH:14]=1)[C:2]1[CH:7]=[CH:6][CH:5]=[CH:4][CH:3]=1.[CH3:19][N:20]1[CH:24]=[C:23](B2OC(C)(C)C(C)(C)O2)[CH:22]=[N:21]1.[F-].[K+].F[B-](F)(F)F.C([PH+](C(C)(C)C)C(C)(C)C)(C)(C)C>CN(C=O)C.C1C=CC(/C=C/C(/C=C/C2C=CC=CC=2)=O)=CC=1.C1C=CC(/C=C/C(/C=C/C2C=CC=CC=2)=O)=CC=1.C1C=CC(/C=C/C(/C=C/C2C=CC=CC=2)=O)=CC=1.[Pd].[Pd]>[CH2:1]([O:8][C:9]1[C:10]2[N:11]([N:16]=[CH:17][CH:18]=2)[CH:12]=[C:13]([C:23]2[CH:22]=[N:21][N:20]([CH3:19])[CH:24]=2)[CH:14]=1)[C:2]1[CH:7]=[CH:6][CH:5]=[CH:4][CH:3]=1 |f:2.3,4.5,7.8.9.10.11|. Reported procedure: 4-(benzyloxy)-6-bromopyrazolo[1,5-a]pyridine (1.27 g, 4.19 mmol), 1-methyl-4-(4,4,5,5-tetramethyl-1,3,2-dioxaborolan-2-yl)-1H-pyrazole (1.74 g, 8.38 mmol), tris(dibenzylideneacetone)dipalladium (0) (192 mg, 0.209 mmol), potassium fluoride (803 mg, 13.8 mmol), and tri-t-butylphosphonium tetrafluoroborate (122 mg, 0.419 mmol) were suspended in DMF (21 mL), sparged with argon for 10 minutes, then heated to 100° C. After 2 h, the reaction mixture was cooled to ambient temperature, diluted in ethyl a... The reactants are 2-L, ClC1(NC=CC=C1Cl)O (2,3-dichloropyridinol), FC=1C=C(C=CC1F)[N+](=O)[O-] (3,4-difluoronitrobenzene), C([O-])([O-])=O.[Li+].[Li+] (lithium carbonate), Cl (HCl). Product: ClC1=NC=CC(=C1Cl)OC1=C(C=C(C=C1)[N+](=O)[O-])F (2,3-dichloro-4-(2-fluoro-4-nitrophenoxy)pyridine). RXN SMILES: [Cl:1][C:2]1(O)[C:7]([Cl:8])=[CH:6][CH:5]=[CH:4][NH:3]1.[F:10][C:11]1[CH:12]=[C:13]([N+:18]([O-:20])=[O:19])[CH:14]=[CH:15][C:16]=1F.C(=O)([O-])[O-:22].[Li+].[Li+].Cl>O.CO.CS(C)=O>[Cl:1][C:2]1[C:7]([Cl:8])=[C:6]([O:22][C:16]2[CH:15]=[CH:14][C:13]([N+:18]([O-:20])=[O:19])=[CH:12][C:11]=2[F:10])[CH:5]=[CH:4][N:3]=1 |f:2.3.4|. Isolated yield 98.8%. Reported procedure: To a 2-L Chem-Glass reactor was added 2,3-dichloropyridinol (90 g, 0.55 mol), 3,4-difluoronitrobenzene (100 g, 0.63 mol), lithium carbonate (59.4 g, 0.80 mol) and dimethyl sulfoxide (360 mL). The mixture was heated to 115° C. for 21 hrs, until the reaction was deemed complete by HPLC analysis. The mixture was cooled to 25° C. and methanol (180 mL) was added, followed by water (960 mL). The mixture was neutralized by addition of conc. HCl (60 g) and the resulting slurry was stirred at 35° C. for ... The solvent is CS(=O)C (dimethyl sulfoxide), CO (methanol), O (water). Conditions: temperature 115 celsius, time 1 hour. The reactants are OC1=CC=C(C=O)C=C1 (4-Hydroxybenzaldehyde), BrC=CCBr (1,3-dibromo-1-propene). The product is Br\C=C/COC1=CC=C(C=O)C=C1 (4-{[(2Z)-3-bromoprop-2-enyl]oxy}benzaldehyde). RXN SMILES: [OH:1][C:2]1[CH:9]=[CH:8][C:5]([CH:6]=[O:7])=[CH:4][CH:3]=1.[Br:10][CH:11]=[CH:12][CH2:13]Br>>[Br:10]/[CH:11]=[CH:12]\[CH2:13][O:1][C:2]1[CH:9]=[CH:8][C:5]([CH:6]=[O:7])=[CH:4][CH:3]=1. Reported procedure: 4-Hydroxybenzaldehyde and 1,3-dibromo-1-propene were processed as described in Example 33B to provide the title compound.